From a dataset of the Open Reaction Database (ORD), a public repository of structured organic reaction records. describe an organic reaction: reactants, conditions, products, and yield Reactants: ice water, ClC1=CC=CC=C1 (chlorobenzene), [Cl-].[Al+3].[Cl-].[Cl-] (aluminium chloride), C1(CCCCC1)C(=O)Cl (cyclohexanecarboxylic acid chloride). The product is C1(CCCCC1)C(=O)C1=CC=C(C=C1)Cl (4-(cyclohexylcarbonyl)-chlorobenzene). RXN SMILES: [Cl:1][C:2]1[CH:7]=[CH:6][CH:5]=[CH:4][CH:3]=1.[Cl-].[Al+3].[Cl-].[Cl-].[CH:12]1([C:18](Cl)=[O:19])[CH2:17][CH2:16][CH2:15][CH2:14][CH2:13]1>>[CH:12]1([C:18]([C:5]2[CH:6]=[CH:7][C:2]([Cl:1])=[CH:3][CH:4]=2)=[O:19])[CH2:17][CH2:16][CH2:15][CH2:14][CH2:13]1 |f:1.2.3.4|. Procedure: To a mixture of 80 ml (0.78 mol) of chlorobenzene and 30 g (0.22 mol) of aluminium chloride are added dropwise at 15-20° C. 24 ml (0.18 mol) of cyclohexanecarboxylic acid chloride. After one hour at ambient temperature the reaction mixture is heated for 5 hours to 50° C. After cooling, the mixture is then decomposed with ice water/conc. hydrochloric acid and the aqueous phase is extracted with methylene chloride. The combined organic extracts are dried and evaporated down. The residue is distill... Starting materials: NC1=C(C(=CC(=C1)C)C)NCC(=O)N(C)C (N2-(2-Amino-4,6-dimethylphenyl)-N1,N1-dimethylglycinamide), ClC(Cl)(OC(OC(Cl)(Cl)Cl)=O)Cl (triphosgene). Solvent: CC#N (CH3CN). Conditions: time 1 hour. Product: CC1=CC2=C(N(C(N2)=O)CC(=O)N(C)C)C(=C1)C (2-(5,7-Dimethyl-2-oxo-2,3-dihydro-1H-benzimidazol-1-yl)-N,N-dimethylacetamide). RXN SMILES: [NH2:1][C:2]1[CH:7]=[C:6]([CH3:8])[CH:5]=[C:4]([CH3:9])[C:3]=1[NH:10][CH2:11][C:12]([N:14]([CH3:16])[CH3:15])=[O:13].Cl[C:18](Cl)([O:20]C(=O)OC(Cl)(Cl)Cl)Cl>CC#N>[CH3:8][C:6]1[CH:5]=[C:4]([CH3:9])[C:3]2[N:10]([CH2:11][C:12]([N:14]([CH3:16])[CH3:15])=[O:13])[C:18](=[O:20])[NH:1][C:2]=2[CH:7]=1. Procedure details: To a solution of N2-(2-amino-4,6-dimethylphenyl)-N1,N1-dimethylglycinamide from Step B (930 mg, 4.20 mmol) in CH3CN (20 mL) at 0° C. was added triphosgene (1.25 g, 4.20 mmol). The reaction mixture was stirred for 1 h, then quenched with H2O (50 mL) and extracted with CH2Cl2 (3×50 mL). The combined organic layers were dried over Na2SO4, filtered, and concentrated under reduced pressure. The crude product was purified by silica gel chromatography, eluting with a gradient of CH2Cl2:MeOH—100:0 to 95... Starting materials: [BH3-]C#N, C1CCCCC1, CN(C)C=O, [Cl-], [Na+], [Na+], COc1cc(C)c(CCCCCCCCCC(=O)CCCCCC(=O)O)c(O)c1OC, O=S1(=O)CCCC1, Cc1ccc(S(=O)(=O)O)cc1. Product: COc1cc(C)c(CCCCCCCCCCCCCCCC(=O)O)c(O)c1OC. RXN SMILES: [C:50]([BH3-:51])#[N:52].[CH2:56]1[CH2:57][CH2:58][CH2:59][CH2:60][CH2:61]1.[CH3:62][N:63]([CH3:64])[CH:65]=[O:66].[Cl-:55].[Na+:53].[Na+:54].[O:19]=[C:20]([CH2:21][CH2:22][CH2:23][CH2:24][CH2:25][C:26](=[O:27])[OH:28])[CH2:29][CH2:30][CH2:31][CH2:32][CH2:33][CH2:34][CH2:35][CH2:36][CH2:37][c:38]1[c:39]([OH:49])[c:40]([O:47][CH3:48])[c:41]([O:45][CH3:46])[cH:42][c:43]1[CH3:44].[S:1]1(=[O:6])(=[O:7])[CH2:2][CH2:3][CH2:4][CH2:5]1.[c:8]1([CH3:9])[cH:10][cH:11][c:12]([S:13]([OH:14])(=[O:15])=[O:16])[cH:17][cH:18]1>>[CH2:20]([CH2:21][CH2:22][CH2:23][CH2:24][CH2:25][C:26](=[O:27])[OH:28])[CH2:29][CH2:30][CH2:31][CH2:32][CH2:33][CH2:34][CH2:35][CH2:36][CH2:37][c:38]1[c:39]([OH:49])[c:40]([O:47][CH3:48])[c:41]([O:45][CH3:46])[cH:42][c:43]1[CH3:44]. Starting materials: Cc1cc(C(=O)O)n[nH]1, COc1cccc(C(Oc2ccc3c(cnn3-c3ccc(F)cc3)c2)C(C)N)c1. Product: COc1cccc(C(Oc2ccc3c(cnn3-c3ccc(F)cc3)c2)C(C)NC(=O)c2cc(C)[nH]n2)c1. Reaction SMILES: [CH3:30][c:31]1[cH:32][c:33]([C:36](=[O:37])[OH:38])[n:34][nH:35]1.[F:1][c:2]1[cH:3][cH:4][c:5](-[n:8]2[n:9][cH:10][c:11]3[cH:12][c:13]([O:17][CH:18]([CH:19]([CH3:20])[NH2:21])[c:22]4[cH:23][c:24]([O:28][CH3:29])[cH:25][cH:26][cH:27]4)[cH:14][cH:15][c:16]23)[cH:6][cH:7]1>>[F:1][c:2]1[cH:3][cH:4][c:5](-[n:8]2[n:9][cH:10][c:11]3[cH:12][c:13]([O:17][CH:18]([CH:19]([CH3:20])[NH:21][C:36]([c:33]4[cH:32][c:31]([CH3:30])[nH:35][n:34]4)=[O:37])[c:22]4[cH:23][c:24]([O:28][CH3:29])[cH:25][cH:26][cH:27]4)[cH:14][cH:15][c:16]23)[cH:6][cH:7]1. Starting materials: O=C([O-])[O-], CCOC(=O)c1ccc(NCc2cc(Br)ccc2OCc2ccccc2)c(O)c1, CI, CN(C)C=O, [K+], [K+], O. Yields the product CCOC(=O)c1ccc(NCc2cc(Br)ccc2OCc2ccccc2)c(OC)c1. RXN SMILES: [C:32](=[O:33])([O-:34])[O-:35].[CH2:3]([c:4]1[cH:5][cH:6][cH:7][cH:8][cH:9]1)[O:10][c:11]1[c:12]([CH2:13][NH:14][c:15]2[c:16]([OH:26])[cH:17][c:18]([C:19](=[O:20])[O:21][CH2:22][CH3:23])[cH:24][cH:25]2)[cH:27][c:28]([Br:31])[cH:29][cH:30]1.[CH3:1][I:2].[CH3:39][N:40]([CH3:41])[CH:42]=[O:43].[K+:36].[K+:37].[OH2:38]>>[CH2:3]([c:4]1[cH:5][cH:6][cH:7][cH:8][cH:9]1)[O:10][c:11]1[c:12]([CH2:13][NH:14][c:15]2[c:16]([O:26][CH3:32])[cH:17][c:18]([C:19](=[O:20])[O:21][CH2:22][CH3:23])[cH:24][cH:25]2)[cH:27][c:28]([Br:31])[cH:29][cH:30]1.